Dataset: the Open Reaction Database (ORD), a public repository of structured organic reaction records. Task: describe an organic reaction: reactants, conditions, products, and yield RXN SMILES: [NH2:1][C:2]1[CH:12]=[CH:11][C:10]([Br:13])=[CH:9][C:3]=1[C:4]([N:6]([CH3:8])[CH3:7])=[O:5].C(=O)([O-])[O-].[Cs+].[Cs+].Br[C:21]1[CH:22]=[N:23][CH:24]=[N:25][CH:26]=1>C1C=CC(/C=C/C(/C=C/C2C=CC=CC=2)=O)=CC=1.C1C=CC(/C=C/C(/C=C/C2C=CC=CC=2)=O)=CC=1.C1C=CC(/C=C/C(/C=C/C2C=CC=CC=2)=O)=CC=1.[Pd].[Pd].C1(P(C2C=CC=CC=2)C2C3OC4C(=CC=CC=4P(C4C=CC=CC=4)C4C=CC=CC=4)C(C)(C)C=3C=CC=2)C=CC=CC=1>[Br:13][C:10]1[CH:11]=[CH:12][C:2]([NH:1][C:21]2[CH:22]=[N:23][CH:24]=[N:25][CH:26]=2)=[C:3]([CH:9]=1)[C:4]([N:6]([CH3:7])[CH3:8])=[O:5] |f:1.2.3,5.6.7.8.9|. The reagents and catalysts are C=1C=CC(=CC1)/C=C/C(=O)/C=C/C2=CC=CC=C2.C=1C=CC(=CC1)/C=C/C(=O)/C=C/C2=CC=CC=C2.C=1C=CC(=CC1)/C=C/C(=O)/C=C/C2=CC=CC=C2.[Pd].[Pd] (tris(dibenzylideneacetone)dipalladium(0)), C1(=CC=CC=C1)P(C1=CC=CC=2C(C3=CC=CC(=C3OC12)P(C1=CC=CC=C1)C1=CC=CC=C1)(C)C)C1=CC=CC=C1 (4,5-bis(diphenylphosphino)-9,9-dimethylxanthene). Reported procedure: A vial is charged with 120 mg (0.49 mmol) of 2-amino-5-bromo-N,N-dimethyl-benzamide, 11.4 mg (12 μmol) of tris(dibenzylideneacetone)dipalladium(0), 15.9 mg (27 μmol) of 4,5-bis(diphenylphosphino)-9,9-dimethylxanthene (XantPhos), 290 mg (0.89 mmol) of cesium carbonate, and 159 mg (1.00 mmol) of 5-bromo-pyrimidine. The vial is flushed with nitrogen and 2 mL of anhydrous 1,4-dioxane are added. The vial is sealed and heated to 100° C. for 17 h. The resulting mixture is diluted with methanol and dich... Product: BrC=1C=CC(=C(C(=O)N(C)C)C1)NC=1C=NC=NC1 (5-bromo-N,N-dimethyl-2-(pyrimidin-5-ylamino)-benzamide). Isolated yield 79.6%. Reaction conditions: temperature 100 celsius. The reactants are NC1=C(C(=O)N(C)C)C=C(C=C1)Br (2-amino-5-bromo-N,N-dimethyl-benzamide), C([O-])([O-])=O.[Cs+].[Cs+] (cesium carbonate), BrC=1C=NC=NC1 (5-bromo-pyrimidine). Reactants: NC1=C(C(=O)O)C=CC=C1[N+](=O)[O-] (2-Amino-3-nitrobenzoic acid), [H][H] (hydrogen). Reagents/catalysts: [Pd] (Pd/C). Solvent: CO (methanol). Run at time 4 hour. The product is NC1=C(C(=O)O)C=CC=C1N (2,3-Diaminobenzoic acid). As a reaction SMILES: [NH2:1][C:2]1[C:10]([N+:11]([O-])=O)=[CH:9][CH:8]=[CH:7][C:3]=1[C:4]([OH:6])=[O:5].[H][H]>CO.[Pd]>[NH2:1][C:2]1[C:10]([NH2:11])=[CH:9][CH:8]=[CH:7][C:3]=1[C:4]([OH:6])=[O:5]. Procedure: 14 g (76.9 mmol) of 2-amino-3-nitrobenzoic acid (1b) were dissolved in 500 ml of methanol, treated with Pd/C, and hydrogenated with hydrogen. After 4 h, the catalyst was filtered off with suction and concentrated. A dark-brown solid was obtained. Yield: 11.67 g (99%). The reactants are CCCC[N+](CCCC)(CCCC)CCCC, CC#N, CCOC(C)=O, [F-], O, COC(=O)C1C2CC(O)C(C2I)N1C(C)c1ccccc1. Product: COC(=O)C1C2CC(O)C(C2F)N1C(C)c1ccccc1. RXN SMILES: [CH2:24]([N+:25]([CH2:26][CH2:27][CH2:28][CH3:29])([CH2:30][CH2:31][CH2:32][CH3:33])[CH2:34][CH2:35][CH2:36][CH3:37])[CH2:38][CH2:39][CH3:40].[CH3:41][C:42]#[N:43].[CH3:44][CH2:45][O:46][C:47](=[O:48])[CH3:49].[F-:23].[OH2:22].[OH:1][CH:2]1[CH2:3][CH:4]2[CH:5]([C:18](=[O:19])[O:20][CH3:21])[N:6]([CH:10]([CH3:11])[c:12]3[cH:13][cH:14][cH:15][cH:16][cH:17]3)[CH:7]1[CH:8]2[I:9]>>[OH:1][CH:2]1[CH2:3][CH:4]2[CH:5]([C:18](=[O:19])[O:20][CH3:21])[N:6]([CH:10]([CH3:11])[c:12]3[cH:13][cH:14][cH:15][cH:16][cH:17]3)[CH:7]1[CH:8]2[F:23].